This data is from the Open Reaction Database (ORD), a public repository of structured organic reaction records. The task is: describe an organic reaction: reactants, conditions, products, and yield The reactants are CC(C)(C)OC(=O)NC1CCN(c2nc(NCC(c3ccccc3)c3ccccc3)c3ncn(C4CC(n5cc(CO)cn5)C(O)C4O)c3n2)C1, C1COCCO1, CO, Cl. The product is NC1CCN(c2nc(NCC(c3ccccc3)c3ccccc3)c3ncn(C4CC(n5cc(CO)cn5)C(O)C4O)c3n2)C1. As a reaction SMILES: [C:1]([O:2][C:3](=[O:4])[NH:7][CH:8]1[CH2:9][N:10]([c:13]2[n:14][c:15]([NH:36][CH2:37][CH:38]([c:39]3[cH:40][cH:41][cH:42][cH:43][cH:44]3)[c:45]3[cH:46][cH:47][cH:48][cH:49][cH:50]3)[c:16]3[n:17][cH:18][n:19]([CH:22]4[CH:23]([OH:35])[CH:24]([OH:34])[CH:25]([n:27]5[n:28][cH:29][c:30]([CH2:32][OH:33])[cH:31]5)[CH2:26]4)[c:20]3[n:21]2)[CH2:11][CH2:12]1)([CH3:5])([CH3:6])[CH3:51].[CH2:55]1[O:56][CH2:57][CH2:58][O:59][CH2:60]1.[CH3:53][OH:54].[ClH:52]>>[NH2:7][CH:8]1[CH2:9][N:10]([c:13]2[n:14][c:15]([NH:36][CH2:37][CH:38]([c:39]3[cH:40][cH:41][cH:42][cH:43][cH:44]3)[c:45]3[cH:46][cH:47][cH:48][cH:49][cH:50]3)[c:16]3[n:17][cH:18][n:19]([CH:22]4[CH:23]([OH:35])[CH:24]([OH:34])[CH:25]([n:27]5[n:28][cH:29][c:30]([CH2:32][OH:33])[cH:31]5)[CH2:26]4)[c:20]3[n:21]2)[CH2:11][CH2:12]1. The reactants are ClC1=NN=NC=C1 (chloro-triazine), NCCCO (3-aminopropan-1-ol), ClC1=NC=NC(=N1)Cl (2,4-dichloro-1,3,5-triazine), C(C)N(C(C)C)C(C)C (N-ethyl-N-isopropylpropan-2-amine), NC=1C=C(C(=O)NC)C=CC1 (3-amino-N-methylbenzamide). Run in CN(C)C=O (DMF). Reaction conditions: temperature 0 celsius, time 3 hour. Product: OCCCNC1=NC(=NC=N1)NC=1C=C(C(=O)NC)C=CC1 (3-(4-(3-hydroxypropylamino)-1,3,5-triazin-2-ylamino)-N-methylbenzamide). Isolated yield 85.4%. Reaction SMILES: Cl[C:2]1[N:7]=[C:6](Cl)[N:5]=[CH:4][N:3]=1.C(N(C(C)C)C(C)C)C.[NH2:18][C:19]1[CH:20]=[C:21]([CH:26]=[CH:27][CH:28]=1)[C:22]([NH:24][CH3:25])=[O:23].ClC1C=CN=NN=1.[NH2:36][CH2:37][CH2:38][CH2:39][OH:40]>CN(C=O)C>[OH:40][CH2:39][CH2:38][CH2:37][NH:36][C:2]1[N:3]=[CH:4][N:5]=[C:6]([NH:18][C:19]2[CH:20]=[C:21]([CH:26]=[CH:27][CH:28]=2)[C:22]([NH:24][CH3:25])=[O:23])[N:7]=1. Procedure details: To a solution of 2,4-dichloro-1,3,5-triazine (0.300 g, 2.000 mmol) in DMF (6670 μL) was added N-ethyl-N-isopropylpropan-2-amine (1048 μL, 6.000 mmol). The reaction vessel was cooled in an ice-water bath prior to the addition of 3-amino-N-methylbenzamide (300 mg, 2.000 mmol). The reaction mixture was stirred for 3 h at 0° C. at which time LC-MS revealed complete conversion to the desired chloro-triazine intermediate. To this yellow solution was added 3-aminopropan-1-ol (150 mg, 2.000 mmol). The r... The reactants are COc1cc2c(Nc3ccc(Br)cc3F)ncnc2cc1O, CCCCP(CCCC)CCCC, ClCCl, CSCCCO, O=C(N=NC(=O)N1CCCCC1)N1CCCCC1. Yields the product COc1cc2c(Nc3ccc(Br)cc3F)ncnc2cc1OCCCSC. RXN SMILES: [Br:25][c:26]1[cH:27][c:28]([F:46])[c:29]([NH:30][c:31]2[n:32][cH:33][n:34][c:35]3[cH:36][c:37]([OH:43])[c:38]([O:41][CH3:42])[cH:39][c:40]23)[cH:44][cH:45]1.[CH2:47]([P:48]([CH2:49][CH2:50][CH2:51][CH3:52])[CH2:53][CH2:54][CH2:55][CH3:56])[CH2:57][CH2:58][CH3:59].[CH2:60]([Cl:61])[Cl:62].[CH3:19][S:20][CH2:21][CH2:22][CH2:23][OH:24].[N:1]([C:2]([N:3]1[CH2:4][CH2:5][CH2:6][CH2:7][CH2:8]1)=[O:9])=[N:10][C:11]([N:12]1[CH2:13][CH2:14][CH2:15][CH2:16][CH2:17]1)=[O:18]>>[CH3:19][S:20][CH2:21][CH2:22][CH2:23][O:24][c:37]1[cH:36][c:35]2[n:34][cH:33][n:32][c:31]([NH:30][c:29]3[c:28]([F:46])[cH:27][c:26]([Br:25])[cH:45][cH:44]3)[c:40]2[cH:39][c:38]1[O:41][CH3:42].